From a dataset of the Open Reaction Database (ORD), a public repository of structured organic reaction records. describe an organic reaction: reactants, conditions, products, and yield Starting materials: NC1=NC(=C2C(=N1)N(N=C2)C(=O)OC(C)(C)C)Cl (tert-butyl 6-amino-4-chloro-1H-pyrazolo[3,4-d]pyrimidine-1-carboxylate), C(CCC)[Sn](C=1OC=CC1)(CCCC)CCCC (2-(tributylstannyl)furan). Reagents/catalysts: Cl[Pd]([P](C1=CC=CC=C1)(C2=CC=CC=C2)C3=CC=CC=C3)([P](C4=CC=CC=C4)(C5=CC=CC=C5)C6=CC=CC=C6)Cl (PdCl2(PPh3)2). The solvent is CN(C)C=O (DMF). The product is NC1=NC(=C2C(=N1)N(N=C2)C(=O)OC(C)(C)C)C=2OC=CC2 (tert-Butyl 6-amino-4-(2-furyl)-1H-pyrazolo[3,4-d]pyrimidine-1-carboxylate). Run at time 16 hour. Procedure: A solution of tert-butyl 6-amino-4-chloro-1H-pyrazolo[3,4-d]pyrimidine-1-carboxylate (269 mg, 1 mmol) in DMF (2 mL) was treated with PdCl2(PPh3)2 (35 mg, 0.05 mmol) and 2-(tributylstannyl)furan (315 μL, 1 mmol), stirred at room temperature for 16 h and the resulting solid filtered and washed with EtOAc to give the title compound (298 mg, 99%) as a cream solid. Reaction SMILES: [NH2:1][C:2]1[N:7]=[C:6]2[N:8]([C:11]([O:13][C:14]([CH3:17])([CH3:16])[CH3:15])=[O:12])[N:9]=[CH:10][C:5]2=[C:4](Cl)[N:3]=1.C([Sn](CCCC)(CCCC)[C:24]1[O:25][CH:26]=[CH:27][CH:28]=1)CCC>CN(C=O)C.Cl[Pd](Cl)([P](C1C=CC=CC=1)(C1C=CC=CC=1)C1C=CC=CC=1)[P](C1C=CC=CC=1)(C1C=CC=CC=1)C1C=CC=CC=1>[NH2:1][C:2]1[N:7]=[C:6]2[N:8]([C:11]([O:13][C:14]([CH3:17])([CH3:16])[CH3:15])=[O:12])[N:9]=[CH:10][C:5]2=[C:4]([C:24]2[O:25][CH:26]=[CH:27][CH:28]=2)[N:3]=1 |^1:44,63|. Isolated yield 98.9%. Reactants: C=O, CN(C)CC#CCc1ccccc1, CNC, ClCCl, O=C(OO)c1cccc(Cl)c1, C#CCc1ccccc1. Product: CN(C)C=CC(=O)Cc1ccccc1. As a reaction SMILES: [CH2:23]=[O:24].[CH3:1][N:2]([CH2:3][C:4]#[C:5][CH2:6][c:7]1[cH:8][cH:9][cH:10][cH:11][cH:12]1)[CH3:13].[CH3:25][NH:26][CH3:27].[Cl:39][CH2:40][Cl:41].[OH:28][O:29][C:30]([c:31]1[cH:32][c:33]([Cl:34])[cH:35][cH:36][cH:37]1)=[O:38].[c:14]1([CH2:15][C:16]#[CH:17])[cH:18][cH:19][cH:20][cH:21][cH:22]1>>[CH3:1][N:2]([CH:3]=[CH:4][C:5]([CH2:6][c:7]1[cH:8][cH:9][cH:10][cH:11][cH:12]1)=[O:28])[CH3:13]. Starting materials: CN[C@H](CN1CC(C1)O)CCCC ((S)-1-(2-(methylamino)hexyl)azetidin-3-ol), CCN(C(C)C)C(C)C (DIPEA), ClC1=CC=C(C(=O)O)C=C1 (4-chlorobenzoic acid), CN(C)C(=[N+](C)C)ON1C2=C(C=CC=C2)N=N1.[B-](F)(F)(F)F (TBTU). The solvent is C(Cl)Cl (DCM), C(Cl)Cl (DCM). Run at time 5 minute. Product: ClC1=CC=C(C(=O)N(C)[C@H](CN2CC(C2)O)CCCC)C=C1 ((S)-4-chloro-N-(1-(3-hydroxyazetidin-1-yl)hexan-2-yl)-N-methylbenzamide). Yield: 29.6%. RXN SMILES: CCN(C(C)C)C(C)C.[Cl:10][C:11]1[CH:19]=[CH:18][C:14]([C:15]([OH:17])=O)=[CH:13][CH:12]=1.CN(C(ON1N=NC2C=CC=CC1=2)=[N+](C)C)C.[B-](F)(F)(F)F.[CH3:42][NH:43][C@@H:44]([CH2:51][CH2:52][CH2:53][CH3:54])[CH2:45][N:46]1[CH2:49][CH:48]([OH:50])[CH2:47]1>C(Cl)Cl>[Cl:10][C:11]1[CH:12]=[CH:13][C:14]([C:15]([N:43]([C@@H:44]([CH2:51][CH2:52][CH2:53][CH3:54])[CH2:45][N:46]2[CH2:47][CH:48]([OH:50])[CH2:49]2)[CH3:42])=[O:17])=[CH:18][CH:19]=1 |f:2.3|. Reported procedure: DIPEA (0.275 mL, 1.58 mmol) was added to a stirred suspension of 4-chlorobenzoic acid (0.082 g, 0.53 mmol) and TBTU (0.169 g, 0.53 mmol) in DCM (1 mL) at rt. The suspension was stirred for 5 min. A solution of (S)-1-(2-(methylamino)hexyl)azetidin-3-ol (Compound G2.2) (0.11 g, 0.53 mmol) in DCM (1 mL) was added and the reaction was stirred at rt overnight. The reaction mixture was washed with an 8% aq. sol. of NaHCO3 (2 mL). The organic layer was dried through a phase separator and the solvent wa...